Dataset: the Open Reaction Database (ORD), a public repository of structured organic reaction records. Task: describe an organic reaction: reactants, conditions, products, and yield Reactants: C1CCOC1, ClCCl, Cl, [Li+], COC(=O)c1cccc(-c2cnc(C(=O)CCc3ccc(-c4ccc(CN5CCOCC5)cc4)cc3)o2)n1, [OH-], O. The product is O=C(O)c1cccc(-c2cnc(C(=O)CCc3ccc(-c4ccc(CN5CCOCC5)cc4)cc3)o2)n1. Reaction SMILES: [CH2:42]1[O:43][CH2:44][CH2:45][CH2:46]1.[Cl:48][CH2:49][Cl:50].[ClH:41].[Li+:40].[O:1]1[CH2:2][CH2:3][N:4]([CH2:7][c:8]2[cH:9][cH:10][c:11](-[c:14]3[cH:15][cH:16][c:17]([CH2:20][CH2:21][C:22](=[O:23])[c:24]4[o:25][c:26](-[c:29]5[cH:30][cH:31][cH:32][c:33]([C:35](=[O:36])[O:37][CH3:38])[n:34]5)[cH:27][n:28]4)[cH:18][cH:19]3)[cH:12][cH:13]2)[CH2:5][CH2:6]1.[OH-:39].[OH2:47]>>[O:1]1[CH2:2][CH2:3][N:4]([CH2:7][c:8]2[cH:9][cH:10][c:11](-[c:14]3[cH:15][cH:16][c:17]([CH2:20][CH2:21][C:22](=[O:23])[c:24]4[o:25][c:26](-[c:29]5[cH:30][cH:31][cH:32][c:33]([C:35](=[O:36])[OH:37])[n:34]5)[cH:27][n:28]4)[cH:18][cH:19]3)[cH:12][cH:13]2)[CH2:5][CH2:6]1. Starting materials: CC(C)O, [Cl-], Cc1ccc(S(=O)(=O)OI)cc1, N, [NH4+], [NH4+], O=C(NCC(O)C1C=CCO1)OCc1ccccc1, C1CCOC1, [OH-], O, [Zn]. The product is NCC(O)C1C=CCO1. Reaction SMILES: [CH3:38][CH:39]([OH:40])[CH3:41].[Cl-:20].[I:22][O:23][S:24]([c:25]1[cH:26][cH:27][c:28]([CH3:29])[cH:30][cH:31]1)(=[O:32])=[O:33].[NH3:34].[NH4+:21].[NH4+:35].[O:1]1[CH:2]([CH:6]([CH2:7][NH:8][C:9](=[O:10])[O:11][CH2:12][c:13]2[cH:14][cH:15][cH:16][cH:17][cH:18]2)[OH:19])[CH:3]=[CH:4][CH2:5]1.[O:42]1[CH2:43][CH2:44][CH2:45][CH2:46]1.[OH-:36].[OH2:37].[Zn:47]>>[O:1]1[CH:2]([CH:6]([CH2:7][NH2:8])[OH:19])[CH:3]=[CH:4][CH2:5]1. Starting materials: C(C)OP(OCC)[O-] (diethylphosphite), C(C)NS(=O)(=O)C(C(C(C(F)(F)F)(F)F)(F)F)(F)F (N-ethylperfluorobutanesulfonamide), C(C=C)N(S(=O)(=O)C(C(C(C(F)(F)F)(F)F)(F)F)(F)F)CC (N-allyl-N-ethylperfluorobutanesulfonamide). Yields the product desired compound, C(C)N(S(=O)(=O)C(C(C(C(F)(F)F)(F)F)(F)F)(F)F)CCCP(OCC)(=O)OCC (diethyl 3-(N-ethylperfluorobutanesulfonamido)propanephosphonate). As a reaction SMILES: C(NS(C(F)(F)C(F)(F)C(F)(F)C(F)(F)F)(=O)=O)C.[CH2:20]([N:23]([CH2:40][CH3:41])[S:24]([C:27]([F:39])([F:38])[C:28]([F:37])([F:36])[C:29]([F:35])([F:34])[C:30]([F:33])([F:32])[F:31])(=[O:26])=[O:25])[CH:21]=[CH2:22].[CH2:42]([O:44][P:45]([O-:49])[O:46][CH2:47][CH3:48])[CH3:43]>>[CH2:40]([N:23]([CH2:20][CH2:21][CH2:22][P:45]([O:46][CH2:47][CH3:48])(=[O:49])[O:44][CH2:42][CH3:43])[S:24]([C:27]([F:39])([F:38])[C:28]([F:36])([F:37])[C:29]([F:34])([F:35])[C:30]([F:31])([F:32])[F:33])(=[O:26])=[O:25])[CH3:41]. Procedure: The procedure of Example 1 was repeated with the exception that N-ethylperfluorobutanesulfonamide was used in place of N-butyltrifluoromethanesulfonamide to make N-allyl-N-ethylperfluorobutanesulfonamide (b.p. 50°-55° C. at 0.12 to 0.10 torr). The latter was reacted with diethylphosphite to produce the desired compound, diethyl 3-(N-ethylperfluorobutanesulfonamido)propanephosphonate (b.p. 148°-152° C. at 0.4-0.5 torr). A solution of the phosphonate prepared in Example 3 (30.0 g, 0.062 mole) and ...